From a dataset of the Open Reaction Database (ORD), a public repository of structured organic reaction records. describe an organic reaction: reactants, conditions, products, and yield Starting materials: NC1=CC2=C(OC3(CC3)C2=O)C=C1 (5-Aminospiro[benzo[b]furan-2(3H),1'-cyclopropane]-3-one), CN=C=S (methyl isothiocyanate). Solvent: C(C)#N (acetonitrile). RXN SMILES: [NH2:1][C:2]1[CH:13]=[CH:12][C:5]2[O:6][C:7]3([C:10](=[O:11])[C:4]=2[CH:3]=1)[CH2:9][CH2:8]3.[CH3:14][N:15]=[C:16]=[S:17]>C(#N)C>[CH3:14][NH:15][C:16](=[S:17])[NH:1][C:2]1[CH:13]=[CH:12][C:5]2[O:6][C:7]3([C:10](=[O:11])[C:4]=2[CH:3]=1)[CH2:9][CH2:8]3. Reported procedure: 5-Aminospiro[benzo[b]furan-2(3H),1'-cyclopropane]-3-one (1.75 g.) and methyl isothiocyanate (1.1 g.) were stirred in acetonitrile (60 ml.) at room temperature for 15 hours, and then the mixture was refluxed under heating for 3 hours. The solvent was evaporated off under reduced pressure, and the residue was recrystallized from methanol to give yellow prisms of 5-methylthioureidospiro[benzo[b]furan-2(3H),1'-cyclopropane]-3-one (1.62 g.). m.p. 191°-194° C. Product: CNC(NC1=CC2=C(OC3(CC3)C2=O)C=C1)=S (5-methylthioureidospiro[benzo[b]furan-2(3H),1'-cyclopropane]-3-one). Isolated yield 65.3%. As a reaction SMILES: [CH3:1][O:2][C:3]([c:4]1[cH:5][cH:6][c:7]([CH2:10][NH:11][CH:12]2[CH2:13][CH2:14][C:15]3([CH2:16][CH2:17]2)[CH2:18][CH2:19][CH2:20][CH2:21][CH2:22]3)[cH:8][cH:9]1)=[O:23].[CH3:24][S:25][c:26]1[cH:27][c:28]([N:32]=[C:33]=[O:34])[cH:29][cH:30][cH:31]1.[CH3:35][C:36]#[N:37]>>[CH3:1][O:2][C:3]([c:4]1[cH:5][cH:6][c:7]([CH2:10][N:11]([CH:12]2[CH2:13][CH2:14][C:15]3([CH2:16][CH2:17]2)[CH2:18][CH2:19][CH2:20][CH2:21][CH2:22]3)[C:33]([NH:32][c:28]2[cH:27][c:26]([S:25][CH3:24])[cH:31][cH:30][cH:29]2)=[O:34])[cH:8][cH:9]1)=[O:23]. Product: COC(=O)c1ccc(CN(C(=O)Nc2cccc(SC)c2)C2CCC3(CCCCC3)CC2)cc1. The reactants are COC(=O)c1ccc(CNC2CCC3(CCCCC3)CC2)cc1, CSc1cccc(N=C=O)c1, CC#N. Reactants: C(CCCCCCCCC)C1=CC=C(C=C1)S(=O)(=O)N[C@H](CC(=O)OCC1=CC=CC=C1)CN(C)C ((R)-benzyl 3-(4-decylphenylsulfonamido)-4-(dimethylamino)butanoate), CI (methyl iodide). Product: [I-].C(C1=CC=CC=C1)OC(C[C@H](C[N+](C)(C)C)NS(=O)(=O)C1=CC=C(C=C1)CCCCCCCCCC)=O ((R)-4-(benzyloxy)-2-(4-decylphenylsulfonamido)-N,N,N-trimethyl-4-oxobutan-1-aminium iodide). Reaction SMILES: [CH2:1]([C:11]1[CH:16]=[CH:15][C:14]([S:17]([NH:20][C@@H:21]([CH2:33][N:34]([CH3:36])[CH3:35])[CH2:22][C:23]([O:25][CH2:26][C:27]2[CH:32]=[CH:31][CH:30]=[CH:29][CH:28]=2)=[O:24])(=[O:19])=[O:18])=[CH:13][CH:12]=1)[CH2:2][CH2:3][CH2:4][CH2:5][CH2:6][CH2:7][CH2:8][CH2:9][CH3:10].[CH3:37][I:38]>>[I-:38].[CH2:26]([O:25][C:23](=[O:24])[CH2:22][C@@H:21]([NH:20][S:17]([C:14]1[CH:15]=[CH:16][C:11]([CH2:1][CH2:2][CH2:3][CH2:4][CH2:5][CH2:6][CH2:7][CH2:8][CH2:9][CH3:10])=[CH:12][CH:13]=1)(=[O:19])=[O:18])[CH2:33][N+:34]([CH3:37])([CH3:36])[CH3:35])[C:27]1[CH:32]=[CH:31][CH:30]=[CH:29][CH:28]=1 |f:2.3|. Procedure: According to the method described in example S75b, (R)-benzyl 3-(4-decylphenylsulfonamido)-4-(dimethylamino)butanoate was reacted with methyl iodide to give the title compound as a white solid (quantitative). MS ESI 531.4 [M+H]+, calcd for [C30H46N2O4S+H]+ 531.3 Reactants: O=[N+]([O-])c1cc(Br)ccc1F, Cc1ccccc1, CCO, [Na+], [Na+], O=C([O-])[O-], OB(O)c1ccccc1, c1ccc(P(c2ccccc2)(c2ccccc2)[Pd](P(c2ccccc2)(c2ccccc2)c2ccccc2)(P(c2ccccc2)(c2ccccc2)c2ccccc2)P(c2ccccc2)(c2ccccc2)c2ccccc2)cc1. The product is O=[N+]([O-])c1cc(-c2ccccc2)ccc1F. Reaction SMILES: [Br:10][c:11]1[cH:12][cH:13][c:14]([F:20])[c:15]([N+:17](=[O:18])[O-:19])[cH:16]1.[CH3:27][c:28]1[cH:29][cH:30][cH:31][cH:32][cH:33]1.[CH3:34][CH2:35][OH:36].[Na+:21].[Na+:22].[O-:23][C:24](=[O:25])[O-:26].[c:1]1([B:7]([OH:8])[OH:9])[cH:2][cH:3][cH:4][cH:5][cH:6]1.[cH:37]1[cH:38][cH:39][c:40]([P:41]([Pd:42]([P:43]([c:44]2[cH:45][cH:46][cH:47][cH:48][cH:49]2)([c:50]2[cH:51][cH:52][cH:53][cH:54][cH:55]2)[c:56]2[cH:57][cH:58][cH:59][cH:60][cH:61]2)([P:62]([c:63]2[cH:64][cH:65][cH:66][cH:67][cH:68]2)([c:69]2[cH:70][cH:71][cH:72][cH:73][cH:74]2)[c:75]2[cH:76][cH:77][cH:78][cH:79][cH:80]2)[P:81]([c:82]2[cH:83][cH:84][cH:85][cH:86][cH:87]2)([c:88]2[cH:89][cH:90][cH:91][cH:92][cH:93]2)[c:94]2[cH:95][cH:96][cH:97][cH:98][cH:99]2)([c:100]2[cH:101][cH:102][cH:103][cH:104][cH:105]2)[c:106]2[cH:107][cH:108][cH:109][cH:110][cH:111]2)[cH:112][cH:113]1>>[c:1]1(-[c:11]2[cH:12][cH:13][c:14]([F:20])[c:15]([N+:17](=[O:18])[O-:19])[cH:16]2)[cH:2][cH:3][cH:4][cH:5][cH:6]1.